From a dataset of the Open Reaction Database (ORD), a public repository of structured organic reaction records. describe an organic reaction: reactants, conditions, products, and yield Reactants: [OH-].[Na+] (sodium hydroxide), ClC=1C=C(C=CC1)C(C=1C=C(C(=CC1)N)N)N1C=NC=C1 (4-[(3-chlorophenyl)(1H-imidazol-1-yl)methyl]-1,2-benzenediamine), C(C)(=O)O (acetic acid), CC(CC(C(=O)OCC)=O)C (ethyl 4-methyl-2-oxopentanoate). Solvent: O (water), O (water). Conditions: time 4 hour. Product: ClC=1C=C(C=CC1)C(C=1C=C2N=C(C(NC2=CC1)=O)CC(C)C)N1C=NC=C1 (6-[(3-chlorophenyl) (1H-imidazol-1-yl)methyl]-3-(2-methylpropyl)-2(1H)-quinoxalinone). Yield: 12.6%. RXN SMILES: [Cl:1][C:2]1[CH:3]=[C:4]([CH:8]([N:17]2[CH:21]=[CH:20][N:19]=[CH:18]2)[C:9]2[CH:10]=[C:11]([NH2:16])[C:12]([NH2:15])=[CH:13][CH:14]=2)[CH:5]=[CH:6][CH:7]=1.C(O)(=O)C.[CH3:26][CH:27]([CH3:36])[CH2:28][C:29](=O)[C:30](OCC)=[O:31].[OH-].[Na+]>O>[Cl:1][C:2]1[CH:3]=[C:4]([CH:8]([N:17]2[CH:21]=[CH:20][N:19]=[CH:18]2)[C:9]2[CH:10]=[C:11]3[C:12](=[CH:13][CH:14]=2)[NH:15][C:30](=[O:31])[C:29]([CH2:28][CH:27]([CH3:36])[CH3:26])=[N:16]3)[CH:5]=[CH:6][CH:7]=1 |f:3.4|. Procedure: To a stirred and cooled (0° C.) solution of 9.1 parts of 4-[(3-chlorophenyl)(1H-imidazol-1-yl)methyl]-1,2-benzenediamine in 80 parts of acetic acid and 20 parts of water were added portionwise 5.8 parts of ethyl 4-methyl-2-oxopentanoate. Upon completion, stirring was continued for 4 hours at room temperature. The reaction mixture was poured into 100 parts of water and the whole was neutralized with a sodium hydroxide solution 3N. The product was extracted with dichloromethane. The extract was dr... Starting materials: O.[OH-].[Li+] (Lithium hydroxide monohydrate), CC1(CC=C2CCN(CC2=C1)C(=O)OC(C)(C)C)C(=O)[O-] (2-tert-butyl 7-methyl-3,4-dihydroisoquinoline-2,7(1H)-dicarboxylate). The solvent is O (water), CO (methanol). Run at time 4 hour. Product: C(C)(C)(C)OC(=O)N1CC2=CC(=CC=C2CC1)C(=O)O (2-(tert-Butoxycarbonyl) 1,2,3,4-tetrahydroisoquinoline-7-carboxylic acid). Reaction SMILES: O.[OH-].[Li+].C[C:5]1([C:22]([O-:24])=[O:23])[CH:14]=[C:13]2[C:8]([CH2:9][CH2:10][N:11]([C:15]([O:17][C:18]([CH3:21])([CH3:20])[CH3:19])=[O:16])[CH2:12]2)=[CH:7][CH2:6]1>O.CO>[C:18]([O:17][C:15]([N:11]1[CH2:10][CH2:9][C:8]2[C:13](=[CH:14][C:5]([C:22]([OH:24])=[O:23])=[CH:6][CH:7]=2)[CH2:12]1)=[O:16])([CH3:21])([CH3:19])[CH3:20] |f:0.1.2|. Reported procedure: Lithium hydroxide monohydrate (5.8 g, 0.136 mol) dissolved in water (73 ml) was added to a solution of 2-tert-butyl 7-methyl-3,4-dihydroisoquinoline-2,7(1H)-dicarboxylate (7.9 g, 0.027 mol) in methanol (110 ml), and the mixture was stirred for 4 h. The solvent was removed in vacuo. Water and diethyl ether were added to the residue, and the phases were separated. The aqueous phase was adjusted to an acidic pH with dilute aqueous HCl solution and extracted with ethyl acetate. The organic phase was... The reactants are O=CC(=O)O, CSc1ccc(C=CC(C)=O)cc1, CC(=O)O, O, O. Product: CSc1ccc(C=CC(=O)C=CC(=O)O)cc1. Reaction SMILES: [C:15]([CH:16]=[O:17])(=[O:18])[OH:19].[CH3:1][S:2][c:3]1[cH:4][cH:5][c:6]([CH:9]=[CH:10][C:11]([CH3:12])=[O:13])[cH:7][cH:8]1.[CH3:20][C:21](=[O:22])[OH:23].[OH2:14].[OH2:24]>>[CH3:1][S:2][c:3]1[cH:4][cH:5][c:6]([CH:9]=[CH:10][C:11]([CH:12]=[CH:16][C:15](=[O:18])[OH:19])=[O:13])[cH:7][cH:8]1. Starting materials: ClC1=CC(=NC(=N1)OC)NCCC1=C(C=C(C=C1)Cl)Cl ((6-chloro-2-methoxy-pyrimidin-4-yl)-[2-(2,4-dichloro-phenyl)-ethyl]-amine), OCC=1C=C(C=CC1)B(O)O (3-(hydroxymethyl)phenylboronic acid), C(=O)([O-])[O-].[Na+].[Na+] (Na2CO3). Reagents/catalysts: C=1C=CC(=CC1)[P](C=2C=CC=CC2)(C=3C=CC=CC3)[Pd]([P](C=4C=CC=CC4)(C=5C=CC=CC5)C=6C=CC=CC6)([P](C=7C=CC=CC7)(C=8C=CC=CC8)C=9C=CC=CC9)[P](C=1C=CC=CC1)(C=1C=CC=CC1)C=1C=CC=CC1 (tetrakis(triphenylphosphine)palladium). Run in C(C)#N.O (acetonitrile water), O (water). Conditions: time 25 minute. Product: ClC1=C(C=CC(=C1)Cl)CCNC1=CC(=NC(=N1)OC)C=1C=C(C=CC1)CO ((3-{6-[2-(2,4-dichloro-phenyl)-ethylamino]-2-methoxy-pyrimidin-4-yl}-phenyl)-methanol). Isolated yield 54.4%. Reaction SMILES: Cl[C:2]1[N:7]=[C:6]([O:8][CH3:9])[N:5]=[C:4]([NH:10][CH2:11][CH2:12][C:13]2[CH:18]=[CH:17][C:16]([Cl:19])=[CH:15][C:14]=2[Cl:20])[CH:3]=1.[OH:21][CH2:22][C:23]1[CH:24]=[C:25](B(O)O)[CH:26]=[CH:27][CH:28]=1.C([O-])([O-])=O.[Na+].[Na+]>C(#N)C.O.O.C1C=CC([P]([Pd]([P](C2C=CC=CC=2)(C2C=CC=CC=2)C2C=CC=CC=2)([P](C2C=CC=CC=2)(C2C=CC=CC=2)C2C=CC=CC=2)[P](C2C=CC=CC=2)(C2C=CC=CC=2)C2C=CC=CC=2)(C2C=CC=CC=2)C2C=CC=CC=2)=CC=1>[Cl:20][C:14]1[CH:15]=[C:16]([Cl:19])[CH:17]=[CH:18][C:13]=1[CH2:12][CH2:11][NH:10][C:4]1[N:5]=[C:6]([O:8][CH3:9])[N:7]=[C:2]([C:27]2[CH:28]=[C:23]([CH2:22][OH:21])[CH:24]=[CH:25][CH:26]=2)[CH:3]=1 |f:2.3.4,5.6,^1:46,48,67,86|. Procedure details: In a hard walled glass tube, a solution of (6-chloro-2-methoxy-pyrimidin-4-yl)-[2-(2,4-dichloro-phenyl)-ethyl]-amine (250 mg, 0.75 mmol), 3-(hydroxymethyl)phenylboronic acid (137 mg, 0.9 mmol) and Na2CO3 (79.7 mg, 0.75 mmol) in acetonitrile/water (6 mL, 2:1) is degassed over nitrogen for 10 minutes. Tetrakis(triphenylphosphine)palladium (0) (43.5 mg, 0.04 mmol) is added and the tube is sealed and set in a microwave for 25 minutes at 130° C. The reaction is dilute with 25 mL of water and extracte... Yields the product CN(CC#CC1=CC=C(C=C1)N\C(\C1=CC=CC=C1)=C\1/C(NC2=CC=C(C=C12)[N+](=O)[O-])=O)C ((Z)-3-{1-[4-(3-dimethylaminoprop-1-ynyl)-phenylamino]-1-phenyl-methylidene}-5-nitro-2-indolinone). Procedure: Prepared analogously to Example 89 by reacting 3-(1-ethoxy-1-phenyl-methylidene)-5-nitro-2-indolinone with 4-(3-dimethylaminoprop-1-ynyl)-aniline. Reaction SMILES: C(O[C:4](=[C:11]1[C:19]2[C:14](=[CH:15][CH:16]=[C:17]([N+:20]([O-:22])=[O:21])[CH:18]=2)[NH:13][C:12]1=[O:23])[C:5]1[CH:10]=[CH:9][CH:8]=[CH:7][CH:6]=1)C.[CH3:24][N:25]([CH3:36])[CH2:26][C:27]#[C:28][C:29]1[CH:35]=[CH:34][C:32]([NH2:33])=[CH:31][CH:30]=1>>[CH3:36][N:25]([CH3:24])[CH2:26][C:27]#[C:28][C:29]1[CH:30]=[CH:31][C:32]([NH:33]/[C:4](=[C:11]2\[C:12](=[O:23])[NH:13][C:14]3[C:19]\2=[CH:18][C:17]([N+:20]([O-:22])=[O:21])=[CH:16][CH:15]=3)/[C:5]2[CH:10]=[CH:9][CH:8]=[CH:7][CH:6]=2)=[CH:34][CH:35]=1. Reactants: C(C)OC(C1=CC=CC=C1)=C1C(NC2=CC=C(C=C12)[N+](=O)[O-])=O (3-(1-ethoxy-1-phenyl-methylidene)-5-nitro-2-indolinone), CN(CC#CC1=CC=C(N)C=C1)C (4-(3-dimethylaminoprop-1-ynyl)-aniline).